From a dataset of the Open Reaction Database (ORD), a public repository of structured organic reaction records. describe an organic reaction: reactants, conditions, products, and yield Starting materials: C(=O)C1=CC=C(OCC2=C(C=C3C(=N2)CCCCC3)C(=O)OCC)C=C1 (Ethyl 2-(4-formylphenoxymethyl)-6,7,8,9-tetrahydro-5H-cyclohepta[b]pyridine-3-carboxylate), O (water), Cl(=O)[O-].[Na+] (sodium chlorite), O.O.P(=O)(O)(O)[O-].[Na+] (sodium dihydrogenphosphate dihydrate). Run in CC(C)(C)O (2-methyl-2-propanol), CC(C)=CC (2-methyl-2-butene), C(Cl)(Cl)Cl (Chloroform), C(Cl)(Cl)Cl (chloroform). Reaction conditions: time 3.5 hour. Yields the product C(=O)(O)C1=CC=C(OCC2=C(C=C3C(=N2)CCCCC3)C(=O)OCC)C=C1 (Ethyl 2-(4-carboxyphenoxymethyl)-6,7,8,9-tetrahydro-5H-cyclohepta[b]pyridine-3-carboxylate). Isolated yield 89.1%. Reaction SMILES: [CH:1]([C:3]1[CH:26]=[CH:25][C:6]([O:7][CH2:8][C:9]2[N:14]=[C:13]3[CH2:15][CH2:16][CH2:17][CH2:18][CH2:19][C:12]3=[CH:11][C:10]=2[C:20]([O:22][CH2:23][CH3:24])=[O:21])=[CH:5][CH:4]=1)=[O:2].Cl([O-])=[O:28].[Na+].O.O.P([O-])(O)(O)=O.[Na+].O>CC(O)(C)C.CC(=CC)C.C(Cl)(Cl)Cl>[C:1]([C:3]1[CH:4]=[CH:5][C:6]([O:7][CH2:8][C:9]2[N:14]=[C:13]3[CH2:15][CH2:16][CH2:17][CH2:18][CH2:19][C:12]3=[CH:11][C:10]=2[C:20]([O:22][CH2:23][CH3:24])=[O:21])=[CH:25][CH:26]=1)([OH:28])=[O:2] |f:1.2,3.4.5.6|. Procedure: Ethyl 2-(4-formylphenoxymethyl)-6,7,8,9-tetrahydro-5H-cyclohepta[b]pyridine-3-carboxylate (3.05 g, 8.63 mmol) was dissolved in a mixed solution of 2-methyl-2-propanol (33.0 ml) and 2-methyl-2-butene (10.0 ml), and to the solution was added dropwise aqueous solution (26.0 ml) of sodium chlorite (80%, 4.88 g, 43.2 mmol) and sodium dihydrogenphosphate dihydrate (4.46 g, 28.6 mmol). Chloroform was added until insoluble matter was dissolved and then the solution was stirred at room temperature for 3.... The reactants are solution, Cl (hydrogen chloride), ClC1=C(C=CC(=C1)Cl)C=1N=C(SC1)N1CCN(CC1)C(=O)OC(C)(C)C (tert-butyl 4-[4-(2,4-dichlorophenyl)-1,3-thiazol-2-yl]piperazine-1-carboxylate). The solvent is C(C)(=O)OCC (ethyl acetate), C(C)(=O)OCC (ethyl acetate). Conditions: time 12 hour. Product: ClC1=C(C=CC(=C1)Cl)C=1N=C(SC1)N1CCNCC1 (1-[4-(2,4-Dichlorophenyl)-1,3-thiazol-2-yl]piperazine). Isolated yield 83.3%. As a reaction SMILES: Cl.[Cl:2][C:3]1[CH:8]=[C:7]([Cl:9])[CH:6]=[CH:5][C:4]=1[C:10]1[N:11]=[C:12]([N:15]2[CH2:20][CH2:19][N:18](C(OC(C)(C)C)=O)[CH2:17][CH2:16]2)[S:13][CH:14]=1>C(OCC)(=O)C>[Cl:2][C:3]1[CH:8]=[C:7]([Cl:9])[CH:6]=[CH:5][C:4]=1[C:10]1[N:11]=[C:12]([N:15]2[CH2:16][CH2:17][NH:18][CH2:19][CH2:20]2)[S:13][CH:14]=1. Reported procedure: A 4 N solution (70 ml) of hydrogen chloride in ethyl acetate was added to a solution of tert-butyl 4-[4-(2,4-dichlorophenyl)-1,3-thiazol-2-yl]piperazine-1-carboxylate (2.31 g, 5.58 mmol) in ethyl acetate (70 ml), the mixture was stirred at room temperature for 12 hours, and the solvent was distilled off under reduced pressure. The residue was dissolved in water, neutralized with a 1 N sodium hydroxide aqueous solution, and extracted with chloroform. The extract was washed with water, and dried o... Reactants: CC1=C(C(O)=CC(=C1)C)O (3,5-Dimethylcatechol), CS(=O)C (dimethylsulphoxide), ClCCl (dichloromethane), [OH-].[Na+] (sodium hydroxide). Run in O (water). Product: CC=1C2=C(C=C(C1)C)OCO2 (3,5-dimethyl-l,2-(methylenedioxy)benzene). Isolated yield 93.0%. RXN SMILES: [CH3:1][C:2]1[CH:8]=[C:7]([CH3:9])[CH:6]=[C:4]([OH:5])[C:3]=1[OH:10].[CH3:11]S(C)=O.ClCCl.[OH-].[Na+]>O>[CH3:1][C:2]1[C:3]2[O:10][CH2:11][O:5][C:4]=2[CH:6]=[C:7]([CH3:9])[CH:8]=1 |f:3.4|. Reported procedure: 3,5-Dimethylcatechol (13.8 g) in a vigorously stirred mixture of dimethylsulphoxide (150 ml), dichloromethane (10 g) and sodium hydroxide (8.3 g) under nitrogen atmosphere was heated over an oil bath (120°-130° C.) for 2 hours. The mixture was poured into water (600 ml) and extracted (×4) with ether. The ethereal solution was dried and evaporated to afford 3,5-dimethyl-l,2-(methylenedioxy)benzene (14.0 g, 93%) as an oil. Starting materials: O.O.[Sn](Cl)Cl (tin(II) chloride dihydrate), [N+](=O)([O-])C1=C2C=CC=C(C2=CC=C1)C(=O)OC (methyl 5-nitro-1-naphthoate), C(O)([O-])=O.[Na+] (sodium hydrogen carbonate), ice. Solvent: C(C)(=O)OCC (ethyl acetate), C(C)O (ethanol). Run at temperature 70 celsius. Product: NC1=C2C=CC=C(C2=CC=C1)C(=O)OC (methyl 5-amino-1-naphthoate). Isolated yield 116.2%. As a reaction SMILES: O.O.[Sn](Cl)Cl.[N+:6]([C:9]1[CH:18]=[CH:17][CH:16]=[C:15]2[C:10]=1[CH:11]=[CH:12][CH:13]=[C:14]2[C:19]([O:21][CH3:22])=[O:20])([O-])=O.C(=O)([O-])O.[Na+]>C(OCC)(=O)C.C(O)C>[NH2:6][C:9]1[CH:18]=[CH:17][CH:16]=[C:15]2[C:10]=1[CH:11]=[CH:12][CH:13]=[C:14]2[C:19]([O:21][CH3:22])=[O:20] |f:0.1.2,4.5|. Reported procedure: 1 cm3 of 97% sulphuric acid is added to a suspension of 4.7 g of 5-nitro-1-naphthoic acid in 50 cm3 of methanol and the reaction mixture is then brought to reflux for 12 hours. The solution is cooled to a temperature in the region of 20° C. and the precipitate formed is filtered off by centrifuge and washed twice with 5 cm3 of ice-cold methanol and then dried to constant weight. 4.56 g of methyl 5-nitro-1-naphthoate are obtained, melting at 105° C. 21.5 g of tin(II) chloride dihydrate are added ... Starting materials: CC(C)(C)[Si](O[C@H]([C@H](CN(C)C([C@@H]([C@H]([C@@H]([C@H]([C@H](\C=C/C=C)C)OCC1=CC=C(C=C1)OC)C)O[Si](C)(C)C(C)(C)C)C)=O)C)[C@H](COCC1=CC=C(C=C1)OC)C)(C)C (1,2,4-trideoxy-3-O-[(1,1-dimethylethyl)dimethylsilyl]-1-[[(2R,3S,4R,5S,6S,7Z)-3-[[(1,1-dimethylethyl)dimethylsilyl]oxy]-5-[(4-methoxyphenyl)methoxy]-2,4,6-trimethyl-1-oxo-7,9-decadienyl]methylamino]-5-O-[(4-methoxyphenyl)methyl]-2,4-dimethyl-L-arabinitol), C(Cl)Cl (CH2Cl2), ClC=1C(C(=C(C(C1Cl)=O)C#N)C#N)=O (2,3-dichloro-5,6-Dicyano-1,4-benzoquinone). Procedure: To a solution consisting of 1,2,4-trideoxy-3-O-[(1,1-dimethylethyl)dimethylsilyl]-1-[[(2R,3S,4R,5S,6S,7Z)-3-[[(1,1-dimethylethyl)dimethylsilyl]oxy]-5-[(4-methoxyphenyl)methoxy]-2,4,6-trimethyl-1-oxo-7,9-decadienyl]methylamino]-5-O-[(4-methoxyphenyl)methyl]-2,4-dimethyl-L-arabinitol (1.9 g, 2.2 mmol), CH2Cl2 (40 mL), and H2O (1 mL) at room temperature, is added 2,3-dichloro-5,6-Dicyano-1,4-benzoquinone (DDQ), (2.53 g, 11.1 mmol). After stirring at room temperature for 10 min, the reaction mixture... Yields the product CC(C)(C)[Si](O[C@H]([C@H](CN(C)C([C@@H]([C@H]([C@@H]([C@H]([C@H](\C=C/C=C)C)O)C)O[Si](C)(C)C(C)(C)C)C)=O)C)[C@H](CO)C)(C)C (1,2,4-trideoxy-3-O-[(1,1-dimethylethyl)dimethylsilyl]-1-[[(2R,3S,4R,5S,6S,7Z)-3-[[(1,1-dimethylethyl)dimethylsilyl]oxy]-5-hydroxy-2,4,6-trimethyl-1-oxo-7,9-decadienyl]methylamino]-2,4-dimethyl-L-arabinitol). The yield is 85.1%. Reaction conditions: time 10 minute. Run in O (H2O). Reaction SMILES: [CH3:1][C:2]([Si:5]([CH3:59])([CH3:58])[O:6][C@@H:7]([C@@H:45]([CH3:57])[CH2:46][O:47]CC1C=CC(OC)=CC=1)[C@@H:8]([CH3:44])[CH2:9][N:10]([C:12](=[O:43])[C@H:13]([CH3:42])[C@@H:14]([O:34][Si:35]([C:38]([CH3:41])([CH3:40])[CH3:39])([CH3:37])[CH3:36])[C@H:15]([CH3:33])[C@@H:16]([O:23]CC1C=CC(OC)=CC=1)[C@@H:17]([CH3:22])/[CH:18]=[CH:19]\[CH:20]=[CH2:21])[CH3:11])([CH3:4])[CH3:3].C(Cl)Cl.ClC1C(=O)C(C#N)=C(C#N)C(=O)C=1Cl>O>[CH3:1][C:2]([Si:5]([CH3:58])([CH3:59])[O:6][C@@H:7]([C@@H:45]([CH3:57])[CH2:46][OH:47])[C@@H:8]([CH3:44])[CH2:9][N:10]([C:12](=[O:43])[C@H:13]([CH3:42])[C@@H:14]([O:34][Si:35]([C:38]([CH3:41])([CH3:40])[CH3:39])([CH3:36])[CH3:37])[C@H:15]([CH3:33])[C@@H:16]([OH:23])[C@@H:17]([CH3:22])/[CH:18]=[CH:19]\[CH:20]=[CH2:21])[CH3:11])([CH3:4])[CH3:3].